This data is from the Open Reaction Database (ORD), a public repository of structured organic reaction records. The task is: describe an organic reaction: reactants, conditions, products, and yield Product: N1N=CC(=C1)C1=CNC=2N=CN=C(C21)N[C@@H](C)C2=NN1C(C(N2C2=CC=CC=C2)=O)=C(C=C1)C ((S)-2-(1-((5-(1H-Pyrazol-4-yl)-7H-pyrrolo[2,3-d]pyrimidin-4-yl)amino)ethyl)-5-methyl-3-phenylpyrrolo[2,1-f][1,2,4]triazin-4(3H)-one). Reported procedure: (S)-2-(1-((5-(1H-Pyrazol-4-yl)-7-((2-(trimethylsilyl)ethoxy)methyl)-7H-pyrrolo[2,3-d]pyrimidin-4-yl)amino)ethyl)-5-methyl-3-phenylpyrrolo[2,1-f][1,2,4]triazin-4(3H)-one (23 mg, 0.04 mmol) was treated with trifluoroacetic acid (460 μl, 5.97 mmol) and a solution of ammonia (7N in methanol, 460 μl, 3.22 mmol) according to the method described in Example 27 to give 12 mg (66% yield) of the title compound. Purity 98%. Starting materials: N1N=CC(=C1)C1=CN(C=2N=CN=C(C21)N[C@@H](C)C2=NN1C(C(N2C2=CC=CC=C2)=O)=C(C=C1)C)COCC[Si](C)(C)C ((S)-2-(1-((5-(1H-Pyrazol-4-yl)-7-((2-(trimethylsilyl)ethoxy)methyl)-7H-pyrrolo[2,3-d]pyrimidin-4-yl)amino)ethyl)-5-methyl-3-phenylpyrrolo[2,1-f][1,2,4]triazin-4(3H)-one), FC(C(=O)O)(F)F (trifluoroacetic acid), N (ammonia). Yield: 66.4%. As a reaction SMILES: [NH:1]1[CH:5]=[C:4]([C:6]2[C:14]3[C:13]([NH:15][C@H:16]([C:18]4[N:23]([C:24]5[CH:29]=[CH:28][CH:27]=[CH:26][CH:25]=5)[C:22](=[O:30])[C:21]5=[C:31]([CH3:34])[CH:32]=[CH:33][N:20]5[N:19]=4)[CH3:17])=[N:12][CH:11]=[N:10][C:9]=3[N:8](COCC[Si](C)(C)C)[CH:7]=2)[CH:3]=[N:2]1.FC(F)(F)C(O)=O.N>>[NH:1]1[CH:5]=[C:4]([C:6]2[C:14]3[C:13]([NH:15][C@H:16]([C:18]4[N:23]([C:24]5[CH:29]=[CH:28][CH:27]=[CH:26][CH:25]=5)[C:22](=[O:30])[C:21]5=[C:31]([CH3:34])[CH:32]=[CH:33][N:20]5[N:19]=4)[CH3:17])=[N:12][CH:11]=[N:10][C:9]=3[NH:8][CH:7]=2)[CH:3]=[N:2]1.